Task: describe an organic reaction: reactants, conditions, products, and yield. Dataset: the Open Reaction Database (ORD), a public repository of structured organic reaction records The reactants are C1(=CC=CC=C1)S(=O)(=O)N1C=C(C2=CC=C(C=C12)[N+](=O)[O-])C1=CC(=C(C#N)C=C1)F (4-(1-Benzenesulfonyl-6-nitro-1H-indol-3-yl)-2-fluoro-benzonitrile), C(=O)([O-])[O-].[K+].[K+] (K2CO3), [(t-Bu3)PH]BF4, C1(=CC=CC=C1)S(=O)(=O)N1C=C(C2=CC=C(C=C12)[N+](=O)[O-])Br (1-benzenesulfonyl-3-bromo-6-nitro-1H-indole), FC=1C=C(C=CC1C#N)B(O)O (3-fluoro-4-cyanophenylboronic acid). Reagents/catalysts: C=1C=CC(=CC1)/C=C/C(=O)/C=C/C2=CC=CC=C2.C=1C=CC(=CC1)/C=C/C(=O)/C=C/C2=CC=CC=C2.C=1C=CC(=CC1)/C=C/C(=O)/C=C/C2=CC=CC=C2.[Pd].[Pd] (Pd2(dba)3). The solvent is C1CCOC1 (THF), O (H2O). Yields the product FC1=C(C#N)C=CC(=C1)C1=CNC2=CC(=CC=C12)[N+](=O)[O-] (2-Fluoro-4-(6-nitro-1H-indol-3-yl)-benzonitrile). As a reaction SMILES: C1(S([N:10]2[C:18]3[C:13](=[CH:14][CH:15]=[C:16]([N+:19]([O-:21])=[O:20])[CH:17]=3)[C:12]([C:22]3[CH:29]=[CH:28][C:25]([C:26]#[N:27])=[C:24]([F:30])[CH:23]=3)=[CH:11]2)(=O)=O)C=CC=CC=1.C1(S(N2C3C(=CC=C([N+]([O-])=O)C=3)C(Br)=C2)(=O)=O)C=CC=CC=1.FC1C=C(B(O)O)C=CC=1C#N.C([O-])([O-])=O.[K+].[K+]>C1C=CC(/C=C/C(/C=C/C2C=CC=CC=2)=O)=CC=1.C1C=CC(/C=C/C(/C=C/C2C=CC=CC=2)=O)=CC=1.C1C=CC(/C=C/C(/C=C/C2C=CC=CC=2)=O)=CC=1.[Pd].[Pd].O.C1COCC1>[F:30][C:24]1[CH:23]=[C:22]([C:12]2[C:13]3[C:18](=[CH:17][C:16]([N+:19]([O-:21])=[O:20])=[CH:15][CH:14]=3)[NH:10][CH:11]=2)[CH:29]=[CH:28][C:25]=1[C:26]#[N:27] |f:3.4.5,6.7.8.9.10|. Procedure details: 4-(1-Benzenesulfonyl-6-nitro-1H-indol-3-yl)-2-fluoro-benzonitrile from 1-benzenesulfonyl-3-bromo-6-nitro-1H-indole, 7, and 3-fluoro-4-cyanophenylboronic acid using Method AA: Pd2(dba)3, [(t-Bu3)PH]BF4, K2CO3, THF, H2O. Purify by precipitation from EtOAc/hexanes. Remove the benzenesulfonyl protecting group using TBAF and THF as described for 4-(6-nitro-1H-indol-3-yl)-benzonitrile (9) below. LRMS (API ES−)=280.0 (M−1). Reactants: Br, CCOC(=O)N1CCCN(Cc2ccccc2)CC1, O. Product: c1ccc(CN2CCCNCC2)cc1. As a reaction SMILES: [BrH:20].[CH2:1]([c:2]1[cH:3][cH:4][cH:5][cH:6][cH:7]1)[N:8]1[CH2:9][CH2:10][N:11]([C:15]([O:16][CH2:17][CH3:18])=[O:19])[CH2:12][CH2:13][CH2:14]1.[OH2:21]>>[CH2:1]([c:2]1[cH:3][cH:4][cH:5][cH:6][cH:7]1)[N:8]1[CH2:9][CH2:10][NH:11][CH2:12][CH2:13][CH2:14]1. Reactants: [BH4-].[Na+] (Sodium borohydride), C(CC)C1CC(C2=C(S1)SC(=C2)S(=O)(=O)N)=O (5,6-Dihydro-6-(n-propyl)-4H-thieno[2,3-b]thiopyran-4-one-2-sulfonamide), Cl (hydrochloric acid), C([O-])(O)=O.[Na+] (sodium bicarbonate). The solvent is C(C)O (ethanol). Run at time 20 hour. Product: OC1C2=C(SC(C1)CCC)SC(=C2)S(=O)(=O)N (5,6-Dihydro-4-hydroxy-6-(n-propyl)-4H-thieno[2,3-b]thiopyran-2-sulfonamide). Isolated yield 100.0%. As a reaction SMILES: [BH4-].[Na+].[CH2:3]([CH:6]1[S:11][C:10]2[S:12][C:13]([S:15]([NH2:18])(=[O:17])=[O:16])=[CH:14][C:9]=2[C:8](=[O:19])[CH2:7]1)[CH2:4][CH3:5].Cl.C(=O)(O)[O-].[Na+]>C(O)C>[OH:19][CH:8]1[CH2:7][CH:6]([CH2:3][CH2:4][CH3:5])[S:11][C:10]2[S:12][C:13]([S:15]([NH2:18])(=[O:17])=[O:16])=[CH:14][C:9]1=2 |f:0.1,4.5|. Procedure details: Sodium borohydride (9.46 g, 0.25 mol) was added over 10 minutes to a stirred suspension of 4 (56.0 g, 0.19 mol) in absolute ethanol (1900 ml) under nitrogen. The mixture was refluxed for 2 hours and stirred at ambient temperature for 20 hours. After acidification with 1N hydrochloric acid (270 ml), followed by addition of saturated sodium bicarbonate solution (200 ml), the mixture was concentrated in vacuo. The residue was distributed between ethyl acetate (1000 ml) and water (600 ml), the aqueo... The product is C=C(CO)C1CCCCC1. Starting materials: CC(C)C[Al+]CC(C)C, CCOCC, C=C(C(=O)OC)C1CCCCC1, [H-]. RXN SMILES: [CH2:14]([Al+:15][CH2:16][CH:17]([CH3:18])[CH3:19])[CH:20]([CH3:21])[CH3:22].[CH2:23]([O:24][CH2:25][CH3:26])[CH3:27].[CH:1]1([C:7]([C:8](=[O:9])[O:10][CH3:11])=[CH2:12])[CH2:2][CH2:3][CH2:4][CH2:5][CH2:6]1.[H-:13]>>[CH:1]1([C:7]([CH2:8][OH:9])=[CH2:12])[CH2:2][CH2:3][CH2:4][CH2:5][CH2:6]1. Reactants: C(C1=CC=CC=C1)OC1=C(C=C(C=C1)OCOC)CBr (1-benzyloxy-2-bromomethyl-4-methoxymethoxybenzene), CS(=O)C (dimethyl sulfoxide), [C-]#N.[Na+] (sodium cyanide). The solvent is O (water). Reaction conditions: time 13 hour. The product is C(C1=CC=CC=C1)OC1=C(C=C(C=C1)OCOC)CC#N (2-(2-benzyloxy-5-methoxymethoxyphenyl)acetonitrile). Isolated yield 91.2%. RXN SMILES: [CH2:1]([O:8][C:9]1[CH:14]=[CH:13][C:12]([O:15][CH2:16][O:17][CH3:18])=[CH:11][C:10]=1[CH2:19]Br)[C:2]1[CH:7]=[CH:6][CH:5]=[CH:4][CH:3]=1.CS(C)=O.[C-:25]#[N:26].[Na+]>O>[CH2:1]([O:8][C:9]1[CH:14]=[CH:13][C:12]([O:15][CH2:16][O:17][CH3:18])=[CH:11][C:10]=1[CH2:19][C:25]#[N:26])[C:2]1[CH:7]=[CH:6][CH:5]=[CH:4][CH:3]=1 |f:2.3|. Procedure details: To a mixture of 1-benzyloxy-2-bromomethyl-4-methoxymethoxybenzene (0.30 g) and dimethyl sulfoxide (3 mL) was added an aqueous solution (0.3 mL) of sodium cyanide (0.05 g) at room temperature and the mixture was stirred for 13 hrs. To the reaction mixture was added water and the mixture was extracted with ethyl acetate. The organic layer was washed successively with water and saturated brine, dried over anhydrous magnesium sulfate, and concentrated to give 2-(2-benzyloxy-5-methoxymethoxyphenyl)ac... Reactants: CCOC(=O)C(=O)OCC, CC(=O)C(C)C, CCO, Cl, [Na]. The product is CCOC(=O)CC(=O)C(C)C. RXN SMILES: [CH2:2]([O:3][C:5](=[O:4])[C:6](=[O:7])[O:8][CH2:9][CH3:10])[CH3:11].[CH3:12][CH:13]([C:14]([CH3:15])=[O:16])[CH3:17].[CH3:19][CH2:20][OH:21].[ClH:18].[Na:1]>>[CH2:5]([C:6](=[O:7])[O:8][CH2:9][CH3:10])[C:14]([CH:13]([CH3:12])[CH3:17])=[O:16]. Starting materials: CCCC[Sn](C=Cc1ccccn1)(CCCC)CCCC, Cc1ccccc1, COc1cc(Cl)ccn1. Product: COc1cc(C=Cc2ccccn2)ccn1. Reaction SMILES: [CH2:10]([Sn:11]([CH2:12][CH2:13][CH2:14][CH3:23])([CH:15]=[CH:16][c:17]1[n:18][cH:19][cH:20][cH:21][cH:22]1)[CH2:24][CH2:25][CH2:26][CH3:27])[CH2:28][CH2:29][CH3:30].[CH3:31][c:32]1[cH:33][cH:34][cH:35][cH:36][cH:37]1.[Cl:1][c:2]1[cH:3][c:4]([O:8][CH3:9])[n:5][cH:6][cH:7]1>>[c:2]1([CH:15]=[CH:16][c:17]2[n:18][cH:19][cH:20][cH:21][cH:22]2)[cH:3][c:4]([O:8][CH3:9])[n:5][cH:6][cH:7]1. The reactants are N#Cc1cc(C(F)(F)F)ncc1Br, O=C([O-])[O-], CN(c1ccccn1)S(=O)(=O)c1cc(B2OC(C)(C)C(C)(C)O2)c(Cl)cc1OCCCCO, [Na+], [Na+], C1COCCO1, O, c1ccc(P(c2ccccc2)(c2ccccc2)[Pd](P(c2ccccc2)(c2ccccc2)c2ccccc2)(P(c2ccccc2)(c2ccccc2)c2ccccc2)P(c2ccccc2)(c2ccccc2)c2ccccc2)cc1. Yields the product CN(c1ccccn1)S(=O)(=O)c1cc(-c2cnc(C(F)(F)F)cc2C#N)c(Cl)cc1OCCCCO. As a reaction SMILES: [Br:34][c:35]1[cH:36][n:37][c:38]([C:43]([F:44])([F:45])[F:46])[cH:39][c:40]1[C:41]#[N:42].[C:47](=[O:48])([O-:49])[O-:50].[Cl:1][c:2]1[cH:3][c:4]([O:28][CH2:29][CH2:30][CH2:31][CH2:32][OH:33])[c:5]([S:17](=[O:18])(=[O:19])[N:20]([c:21]2[n:22][cH:23][cH:24][cH:25][cH:26]2)[CH3:27])[cH:6][c:7]1[B:8]1[O:9][C:10]([CH3:11])([CH3:12])[C:13]([CH3:14])([CH3:15])[O:16]1.[Na+:51].[Na+:52].[O:53]1[CH2:54][CH2:55][O:56][CH2:57][CH2:58]1.[OH2:59].[cH:60]1[cH:61][cH:62][c:63]([P:64]([Pd:65]([P:66]([c:67]2[cH:68][cH:69][cH:70][cH:71][cH:72]2)([c:73]2[cH:74][cH:75][cH:76][cH:77][cH:78]2)[c:79]2[cH:80][cH:81][cH:82][cH:83][cH:84]2)([P:85]([c:86]2[cH:87][cH:88][cH:89][cH:90][cH:91]2)([c:92]2[cH:93][cH:94][cH:95][cH:96][cH:97]2)[c:98]2[cH:99][cH:100][cH:101][cH:102][cH:103]2)[P:104]([c:105]2[cH:106][cH:107][cH:108][cH:109][cH:110]2)([c:111]2[cH:112][cH:113][cH:114][cH:115][cH:116]2)[c:117]2[cH:118][cH:119][cH:120][cH:121][cH:122]2)([c:123]2[cH:124][cH:125][cH:126][cH:127][cH:128]2)[c:129]2[cH:130][cH:131][cH:132][cH:133][cH:134]2)[cH:135][cH:136]1>>[Cl:1][c:2]1[cH:3][c:4]([O:28][CH2:29][CH2:30][CH2:31][CH2:32][OH:33])[c:5]([S:17](=[O:18])(=[O:19])[N:20]([c:21]2[n:22][cH:23][cH:24][cH:25][cH:26]2)[CH3:27])[cH:6][c:7]1-[c:35]1[cH:36][n:37][c:38]([C:43]([F:44])([F:45])[F:46])[cH:39][c:40]1[C:41]#[N:42].